Dataset: the Open Reaction Database (ORD), a public repository of structured organic reaction records. Task: describe an organic reaction: reactants, conditions, products, and yield Starting materials: Cl.BrC1=C2CCNCC2=C(C(=C1)[N+](=O)[O-])N (5-Bromo-7-nitro-1,2,3,4-tetrahydro-8-isoquinolinylamine monohydrochloride), phenylacetylaldehyde, C(#N)[BH3-].[Na+] (sodium cyanoborohydride). Solvent: CO.O (MeOH H2O). Reaction conditions: time 1 hour. Yields the product BrC1=C2CCN(CC2=C(C(=C1)[N+](=O)[O-])N)CCC1=CC=CC=C1 (5-Bromo-1,2,3,4-tetrahydro-7-nitro-2-(2-phenylethyl)-8-isoquinolinamine). The yield is 190.3%. Reaction SMILES: Cl.[Br:2][C:3]1[CH:12]=[C:11]([N+:13]([O-:15])=[O:14])[C:10]([NH2:16])=[C:9]2[C:4]=1[CH2:5][CH2:6]N[CH2:8]2.[C:17]([BH3-])#[N:18].[Na+]>CO.O>[Br:2][C:3]1[CH:12]=[C:11]([N+:13]([O-:15])=[O:14])[C:10]([NH2:16])=[C:9]2[C:4]=1[CH2:5][CH2:6][N:18]([CH2:17][CH2:5][C:4]1[CH:9]=[CH:10][CH:11]=[CH:12][CH:3]=1)[CH2:8]2 |f:0.1,2.3,4.5|. Reported procedure: A solution of the product from Example 5 (1 g, 3.24 mmol) and phenylacetylaldehyde (0.82 ml, 7 mmol) in 2:1 MeOH/H2O (50 mL) was treated with sodium cyanoborohydride (0.56 g, 9 mmol) portionwise under nitrogen and stirred for one hour. The reaction mixture was then cooled under an ice bath and precipitate filtered off. The solids were washed with hexane and oven dried to give the title compound (1.16 g, 95% yield) as an orange solid, mp=120-122° C. The product is C(C)OC(CNC1=C(C(C1=O)=O)N)=O (N-(2-amino-3,4-dioxo-1-cyclobutenyl)glycine ethyl ester). The reactants are NC=1C(C(C1OCC)=O)=O (3-amino-4-ethoxy-3-cyclobutene-1,2-dione), NCC(=O)OCC (ethyl glycinate). Reaction SMILES: [NH2:1][C:2]1[C:3](=O)[C:4](=[O:9])[C:5]=1[O:6]CC.[NH2:11][CH2:12][C:13]([O:15][CH2:16][CH3:17])=[O:14]>>[CH2:16]([O:15][C:13](=[O:14])[CH2:12][NH:11][C:3]1[C:4](=[O:9])[C:5](=[O:6])[C:2]=1[NH2:1])[CH3:17]. Procedure: In the same manner, condensing stoichiometric amounts of 3-amino-4-ethoxy-3-cyclobutene-1,2-dione with ethyl glycinate produces N-(2-amino-3,4-dioxo-1-cyclobutenyl)glycine ethyl ester, m.p. 231°-233° C. Starting materials: C(C=C)#N (acrylonitrile), COC1N(C=C2C=3C(CCCC13)CCO2)OC (1,2,3a,4,5,6-hexahydro-7,8-dimethoxypyrano[2,3,4-de]isoquinoline), [OH-].[Na+] (NaOH). The solvent is O1CCOCC1 (dioxane). Run at time 24 hour. Product: C(#N)CCC1CC2C=3C(=CN(C(C3C1)OC)OC)OCC2 (5-Cyanoethyl-1,2,3a,4,5,6-hexahydro-7,8-dimethoxypyrano[2,3,4-de]isoquinoline). As a reaction SMILES: [C:1](#[N:4])[CH:2]=[CH2:3].[CH3:5][O:6][CH:7]1[C:16]2[CH2:15][CH2:14][CH2:13][CH:12]3[CH2:17][CH2:18][O:19][C:10]([C:11]=23)=[CH:9][N:8]1[O:20][CH3:21].[OH-].[Na+]>O1CCOCC1>[C:1]([CH2:2][CH2:3][CH:14]1[CH2:15][C:16]2[CH:7]([O:6][CH3:5])[N:8]([O:20][CH3:21])[CH:9]=[C:10]3[O:19][CH2:18][CH2:17][CH:12]([C:11]=23)[CH2:13]1)#[N:4] |f:2.3|. Procedure: A solution of acrylonitrile (12 ml) and 1,2,3a,4,5,6-hexahydro-7,8-dimethoxypyrano[2,3,4-de]isoquinoline (11 g), described in Example 56, in dioxane (80 ml) and 10% NaOH solution (2.5 ml) is heated and stirred on the steam bath for 24 hr. The mixture is evaporated and the residue is dissolved in a mixture of ether and a little chloroform. The solution is extracted with 2N HCl and the extracts are washed (brine), dried and evaporated. The residue is crystallized from ether and then from benzene-h... Starting materials: COc1ccc(C2CCc3cc(OC)ccc3C2)c(N)c1, Cl, O=C(Cl)c1ccc(OCCN2CCCCC2)cc1. Yields the product COc1ccc2c(c1)CCC(c1ccc(OC)cc1NCc1ccc(OCCN3CCCCC3)cc1)C2. As a reaction SMILES: [CH3:1][O:2][c:3]1[cH:4][cH:5][c:6]([CH:10]2[CH2:11][c:12]3[cH:13][cH:14][c:15]([O:20][CH3:21])[cH:16][c:17]3[CH2:18][CH2:19]2)[c:7]([NH2:9])[cH:8]1.[ClH:22].[N:23]1([CH2:29][CH2:30][O:31][c:32]2[cH:33][cH:34][c:35]([C:36]([Cl:37])=[O:38])[cH:39][cH:40]2)[CH2:24][CH2:25][CH2:26][CH2:27][CH2:28]1>>[CH3:1][O:2][c:3]1[cH:4][cH:5][c:6]([CH:10]2[CH2:11][c:12]3[cH:13][cH:14][c:15]([O:20][CH3:21])[cH:16][c:17]3[CH2:18][CH2:19]2)[c:7]([NH:9][CH2:36][c:35]2[cH:34][cH:33][c:32]([O:31][CH2:30][CH2:29][N:23]3[CH2:24][CH2:25][CH2:26][CH2:27][CH2:28]3)[cH:40][cH:39]2)[cH:8]1. Starting materials: CC(c1cccc2ccccc12)N(CC1CN(C(=O)Nc2ccc(C(=O)O)cc2)CCC1c1cccc(F)c1)C(=O)OC(C)(C)C, Cl, C1COCCO1. Product: Cl, CC(NCC1CN(C(=O)Nc2ccc(C(=O)O)cc2)CCC1c1cccc(F)c1)c1cccc2ccccc12. Reaction SMILES: [C:1]([O:2][C:3](=[O:4])[N:8]([CH:9]([CH3:10])[c:11]1[cH:12][cH:13][cH:14][c:15]2[cH:16][cH:17][cH:18][cH:19][c:20]12)[CH2:21][CH:22]1[CH2:23][N:24]([C:35](=[O:36])[NH:37][c:38]2[cH:39][cH:40][c:41]([C:42](=[O:43])[OH:44])[cH:45][cH:46]2)[CH2:25][CH2:26][CH:27]1[c:28]1[cH:29][c:30]([F:34])[cH:31][cH:32][cH:33]1)([CH3:5])([CH3:6])[CH3:7].[ClH:53].[O:47]1[CH2:48][CH2:49][O:50][CH2:51][CH2:52]1>>[ClH:53].[NH:8]([CH:9]([CH3:10])[c:11]1[cH:12][cH:13][cH:14][c:15]2[cH:16][cH:17][cH:18][cH:19][c:20]12)[CH2:21][CH:22]1[CH2:23][N:24]([C:35](=[O:36])[NH:37][c:38]2[cH:39][cH:40][c:41]([C:42](=[O:43])[OH:44])[cH:45][cH:46]2)[CH2:25][CH2:26][CH:27]1[c:28]1[cH:29][c:30]([F:34])[cH:31][cH:32][cH:33]1. Reactants: BrC=1C=CC2=C(N(C[C@H](C=3N2C(=NN3)C)C)C3=CC=C(C=C3)S(=O)(=O)C)C1 ((R)-8-bromo-1,4-dimethyl-6-(4-(methylsulfonyl)phenyl)-5,6-dihydro-4H-benzo[b][1,2,4]triazolo[4,3-d][1,4]diazepine), CC1(OB(OC1(C)C)C=1C=CC(NC1)=O)C (5-(4,4,5,5-tetramethyl-1,3,2-dioxaborolan-2-yl)pyridin-2(1H)-one), C(=O)([O-])[O-].[Cs+].[Cs+] (Cs2CO3). The reagents and catalysts are C=1C=CC(=CC1)[P](C=2C=CC=CC2)(C=3C=CC=CC3)[Pd]([P](C=4C=CC=CC4)(C=5C=CC=CC5)C=6C=CC=CC6)([P](C=7C=CC=CC7)(C=8C=CC=CC8)C=9C=CC=CC9)[P](C=1C=CC=CC1)(C=1C=CC=CC1)C=1C=CC=CC1 (Tetrakis(triphenylphosphine)palladium(0)). The solvent is O1CCOCC1 (1,4-dioxane), O (H2O). Run at temperature 130 celsius, time 20 minute. The product is CC1=NN=C2N1C1=C(N(C[C@H]2C)C2=CC=C(C=C2)S(=O)(=O)C)C=C(C=C1)C=1C=CC(NC1)=O ((R)-5-(1,4-dimethyl-6-(4-(methylsulfonyl)phenyl)-5,6-dihydro-4H-benzo[b][1,2,4]triazolo[4,3-d][1,4]diazepin-8-yl)pyridin-2(1H)-one). The yield is 44.6%. As a reaction SMILES: Br[C:2]1[CH:3]=[CH:4][C:5]2[N:11]3[C:12]([CH3:15])=[N:13][N:14]=[C:10]3[C@H:9]([CH3:16])[CH2:8][N:7]([C:17]3[CH:22]=[CH:21][C:20]([S:23]([CH3:26])(=[O:25])=[O:24])=[CH:19][CH:18]=3)[C:6]=2[CH:27]=1.CC1(C)C(C)(C)OB([C:36]2[CH:37]=[CH:38][C:39](=[O:42])[NH:40][CH:41]=2)O1.C([O-])([O-])=O.[Cs+].[Cs+]>O1CCOCC1.O.C1C=CC([P]([Pd]([P](C2C=CC=CC=2)(C2C=CC=CC=2)C2C=CC=CC=2)([P](C2C=CC=CC=2)(C2C=CC=CC=2)C2C=CC=CC=2)[P](C2C=CC=CC=2)(C2C=CC=CC=2)C2C=CC=CC=2)(C2C=CC=CC=2)C2C=CC=CC=2)=CC=1>[CH3:15][C:12]1[N:11]2[C:5]3[CH:4]=[CH:3][C:2]([C:36]4[CH:37]=[CH:38][C:39](=[O:42])[NH:40][CH:41]=4)=[CH:27][C:6]=3[N:7]([C:17]3[CH:22]=[CH:21][C:20]([S:23]([CH3:26])(=[O:24])=[O:25])=[CH:19][CH:18]=3)[CH2:8][C@@H:9]([CH3:16])[C:10]2=[N:14][N:13]=1 |f:2.3.4,^1:60,62,81,100|. Reported procedure: To a solution of (R)-8-bromo-1,4-dimethyl-6-(4-(methylsulfonyl)phenyl)-5,6-dihydro-4H-benzo[b][1,2,4]triazolo[4,3-d][1,4]diazepine (150 mg, 0.34 mmol) in 1,4-dioxane and H2O (10:1, 5 mL) were added 5-(4,4,5,5-tetramethyl-1,3,2-dioxaborolan-2-yl)pyridin-2(1H)-one (218.50 mg, 88.95 mmol), Cs2CO3 (218.5 mg, 0.67 mmol) and Tetrakis(triphenylphosphine)palladium(0) (24.5 mg, 0.03 mmol). The mixture was purged with N2 and stirred in the microwave at 130° C. for 20 min. The reaction solution was concent...